This data is from the Open Reaction Database (ORD), a public repository of structured organic reaction records. The task is: describe an organic reaction: reactants, conditions, products, and yield Reactants: C(C1=CC=CC=C1)(=O)N1CCC(CC1)C=1C2=C(SC1C(=O)O)C=C(C=C2)F (3-(1-Benzoylpiperidin-4-yl)-6-fluorobenzo[b]thiophene-2-carboxylic acid), powder. The solvent is N1=CC=CC2=CC=CC=C12 (quinoline). Conditions: temperature 200 celsius, time 1 hour. Yields the product FC=1C=CC2=C(SC=C2C2CCN(CC2)C(=O)C2=CC=CC=C2)C1 ((4-(6-fluorobenzo[b]thiophen-3-yl)piperidin-1-yl)phenylmethanone). Isolated yield 56.7%. RXN SMILES: [C:1]([N:9]1[CH2:14][CH2:13][CH:12]([C:15]2[C:16]3[CH:26]=[CH:25][C:24]([F:27])=[CH:23][C:17]=3[S:18][C:19]=2C(O)=O)[CH2:11][CH2:10]1)(=[O:8])[C:2]1[CH:7]=[CH:6][CH:5]=[CH:4][CH:3]=1>N1C2C(=CC=CC=2)C=CC=1>[F:27][C:24]1[CH:25]=[CH:26][C:16]2[C:15]([CH:12]3[CH2:13][CH2:14][N:9]([C:1]([C:2]4[CH:3]=[CH:4][CH:5]=[CH:6][CH:7]=4)=[O:8])[CH2:10][CH2:11]3)=[CH:19][S:18][C:17]=2[CH:23]=1. Procedure details: 3-(1-Benzoylpiperidin-4-yl)-6-fluorobenzo[b]thiophene-2-carboxylic acid (10 g, 26 mmol) was suspended in quinoline (100 mL) and cupper powder (0.5 g) was added. After stirring at 200° C. for 1 h, the mixture was cooled to room temperature and partitioned between ethyl acetate and water. The organic layer was dried over magnesium sulfate and evaporated. The obtained residue was purified by silica gel column chromatography eluting hexane/ethyl acetate to give (4-(6-fluorobenzo[b]thiophen-3-yl)pipe... Starting materials: CS(=O)(=O)N1CC(SC(c2ccccc2)(c2ccccc2)c2ccccc2)CC1COCc1ccccc1, CC[SiH](CC)CC, O=C(O)C(F)(F)F. Product: CS(=O)(=O)N1CC(S)CC1COCc1ccccc1. As a reaction SMILES: [CH2:1]([c:2]1[cH:3][cH:4][cH:5][cH:6][cH:7]1)[O:8][CH2:9][CH:10]1[N:11]([S:35](=[O:36])(=[O:37])[CH3:38])[CH2:12][CH:13]([S:15][C:16]([c:17]2[cH:18][cH:19][cH:20][cH:21][cH:22]2)([c:23]2[cH:24][cH:25][cH:26][cH:27][cH:28]2)[c:29]2[cH:30][cH:31][cH:32][cH:33][cH:34]2)[CH2:14]1.[CH2:39]([SiH:40]([CH2:41][CH3:42])[CH2:43][CH3:44])[CH3:45].[F:46][C:47]([F:48])([F:49])[C:50]([OH:51])=[O:52]>>[CH2:1]([c:2]1[cH:3][cH:4][cH:5][cH:6][cH:7]1)[O:8][CH2:9][CH:10]1[N:11]([S:35](=[O:36])(=[O:37])[CH3:38])[CH2:12][CH:13]([SH:15])[CH2:14]1. The reactants are [N+](=O)([O-])C1=C2C=CN=CC2=CC=C1 (5-nitro-isoquinoline), Br (hydrogen bromide). Run in C(C)O (ethanol). Yields the product Br.[N+](=O)([O-])C1=C2C=CN=CC2=CC=C1 (5-nitro-isoquinoline hydrobromide). RXN SMILES: [N+:1]([C:4]1[CH:13]=[CH:12][CH:11]=[C:10]2[C:5]=1[CH:6]=[CH:7][N:8]=[CH:9]2)([O-:3])=[O:2].[BrH:14]>C(O)C>[BrH:14].[N+:1]([C:4]1[CH:13]=[CH:12][CH:11]=[C:10]2[C:5]=1[CH:6]=[CH:7][N:8]=[CH:9]2)([O-:3])=[O:2] |f:3.4|. Procedure details: 5-nitro-isoquinoline (3 g) was dissolved in warm ethanol (40 ml) and hydrogen bromide was added (4.5 ml of a 48% w/v aqueous solution). The salt precipitated immediately, and the reaction mixture was cooled to room temperature, filtered, the residue washed with ethanol, and dried, to yield 3.95 g of 5-nitro-isoquinoline hydrobromide of melting point 250.5°C. Starting materials: COC=1C=C(C=CC1)CCC1CCCCC(N1)=O (hexahydro-7-(2-(3-methoxyphenyl)ethyl]-2H-azepin-2-one), F[B-](F)(F)F.C[O+](C)C (trimethyloxonium tetrafluoroborate). Run in C(Cl)Cl (CH2Cl2). The product is COC=1CCCCC(N1)CCC1=CC(=CC=C1)OC (3,4,5,6-tetrahydro-7-methoxy-2-[2-(3-methoxyphenyl)ethyl]-2H-azepine). Reaction SMILES: [CH3:1][O:2][C:3]1[CH:4]=[C:5]([CH2:9][CH2:10][CH:11]2[NH:17][C:16](=[O:18])[CH2:15][CH2:14][CH2:13][CH2:12]2)[CH:6]=[CH:7][CH:8]=1.F[B-](F)(F)F.[CH3:24][O+](C)C>C(Cl)Cl>[CH3:24][O:18][C:16]1[CH2:15][CH2:14][CH2:13][CH2:12][CH:11]([CH2:10][CH2:9][C:5]2[CH:6]=[CH:7][CH:8]=[C:3]([O:2][CH3:1])[CH:4]=2)[N:17]=1 |f:1.2|. Procedure details: The product of Example 166 is reacted with trimethyloxonium tetrafluoroborate in CH2Cl2 by the method of Example 3 to produce the title material. Starting materials: C(C)(C)OC(C1=CC=C(C=C1)CC(=O)C1=CC=C(C=C1)F)=O (isopropyl-4-[2-(4-fluorophenyl)-2-oxoethyl]benzoate), [H-].[Na+] (NaH), C(C=CC1=CC=CC=C1)Br (cinnamyl bromide), C(C)(=O)[O-].[NH4+] (ammonium acetate). The solvent is CN(C)C=O (DMF), CN(C)C=O (DMF). Run at time 1 hour. The product is C(C)(C)OC(C1=CC=C(C=C1)C(C\C=C\C1=CC=CC=C1)C(C1=CC=C(C=C1)F)=O)=O (isopropyl -4-[(E)-1-(4-fluorobenzoyl)-4-phenyl-3-butenyl]benzoate). The yield is 29.2%. RXN SMILES: [CH:1]([O:4][C:5](=[O:22])[C:6]1[CH:11]=[CH:10][C:9]([CH2:12][C:13]([C:15]2[CH:20]=[CH:19][C:18]([F:21])=[CH:17][CH:16]=2)=[O:14])=[CH:8][CH:7]=1)([CH3:3])[CH3:2].[H-].[Na+].[CH2:25](Br)[CH:26]=[CH:27][C:28]1[CH:33]=[CH:32][CH:31]=[CH:30][CH:29]=1.C([O-])(=O)C.[NH4+]>CN(C=O)C>[CH:1]([O:4][C:5](=[O:22])[C:6]1[CH:11]=[CH:10][C:9]([CH:12]([C:13](=[O:14])[C:15]2[CH:16]=[CH:17][C:18]([F:21])=[CH:19][CH:20]=2)[CH2:25]/[CH:26]=[CH:27]/[C:28]2[CH:33]=[CH:32][CH:31]=[CH:30][CH:29]=2)=[CH:8][CH:7]=1)([CH3:3])[CH3:2] |f:1.2,4.5|. Procedure: To a solution of isopropyl-4-[2-(4-fluorophenyl)-2-oxoethyl]benzoate(0.970 g, 3.23 mmol) in DMF (10 ml) at 0° C. was added NaH (0.100 g, 4.16 mmol). After a period of 0.5 h to the reaction mixture was added a solution of cinnamyl bromide (0.630 g, 3.21 mmol) in DMF (10 ml), and the reaction was stirred at room temperature for 1 hour. Saturated ammonium acetate solution (20 ml) was added and the mixture was extracted with ethyl acetate (20 ml). The organic phase was washed with brine and dried ov...